From a dataset of the Open Reaction Database (ORD), a public repository of structured organic reaction records. describe an organic reaction: reactants, conditions, products, and yield Starting materials: ClC=1C(=NC=C(C1)Cl)F (3,5-dichloro-2-fluoropyridine), ClC=1C=C(C(=O)OCC)C=CC1S(NCC=1C=C2C=CN(C2=CC1)C)(=O)=O (Ethyl 3-chloro-4-(N-((1-methyl-1H-indol-5-yl)methyl)sulfamoyl)benzoate). The product is ClC=1C=C(C(=O)OCC)C=CC1S(N(CC=1C=C2C=CN(C2=CC1)C)C1=NC=C(C=C1Cl)Cl)(=O)=O (Ethyl 3-chloro-4-(N-(3,5-dichloropyridin-2-yl)-N-((1-methyl-1H-indol-5-yl)methyl)sulfamoyl)benzoate). RXN SMILES: [Cl:1][C:2]1[C:3](F)=[N:4][CH:5]=[C:6]([Cl:8])[CH:7]=1.[Cl:10][C:11]1[CH:12]=[C:13]([CH:19]=[CH:20][C:21]=1[S:22](=[O:36])(=[O:35])[NH:23][CH2:24][C:25]1[CH:26]=[C:27]2[C:31](=[CH:32][CH:33]=1)[N:30]([CH3:34])[CH:29]=[CH:28]2)[C:14]([O:16][CH2:17][CH3:18])=[O:15]>>[Cl:10][C:11]1[CH:12]=[C:13]([CH:19]=[CH:20][C:21]=1[S:22](=[O:36])(=[O:35])[N:23]([C:3]1[C:2]([Cl:1])=[CH:7][C:6]([Cl:8])=[CH:5][N:4]=1)[CH2:24][C:25]1[CH:26]=[C:27]2[C:31](=[CH:32][CH:33]=1)[N:30]([CH3:34])[CH:29]=[CH:28]2)[C:14]([O:16][CH2:17][CH3:18])=[O:15]. Procedure details: The titled compound was prepared according to the procedure described in step-2 of Example 1 from 3,5-dichloro-2-fluoropyridine and ethyl 3-chloro-4-(N-((1-methyl-1H-indol-5-yl)methyl)sulfamoyl)benzoate (step-1 of Example 8).